From a dataset of the Open Reaction Database (ORD), a public repository of structured organic reaction records. describe an organic reaction: reactants, conditions, products, and yield Reactants: O=C(OC)C=1C=CC=C(SC)C1. The reagents and catalysts are N=1C=CC(=CC1C=2N=CC=C(C2)C)C, O1B(OC(C)(C)C1(C)C)B2OC(C)(C)C(O2)(C)C, C[OH2+].C[OH2+].C1CC=CCCC=C1.C1CC=CCCC=C1.[Ir].[Ir]. Run in C=1C=C(C=CC1C)C. Conditions: temperature 55 celsius, time 24 hour. The product is O=C(OC)C=1C=C(SC)C=C(C1)B2OC(C)(C)C(O2)(C)C. Isolated yield 83.0%. Procedure details: dtbpy: A mixture of ortho- and meta-borylated products (128 mg, 83% yield, ortho/meta + para = <0.01); meta-Isomer 5pwas obtained by further purification by GPC (116 mg, 75% yield), white solid (mp. 115-117 oC) The reactants are CCOC(C)O, COc1cc(N)c(Cl)cc1Cl, Cl, COc1cc2c(Cl)c(C#N)cnc2cc1OS(=O)(=O)C(F)(F)F, c1ccncc1. Product: COc1cc(Nc2c(C#N)cnc3cc(OS(=O)(=O)C(F)(F)F)c(OC)cc23)c(Cl)cc1Cl. Reaction SMILES: [CH2:42]([O:43][CH:44]([OH:45])[CH3:46])[CH3:47].[Cl:24][c:25]1[c:26]([NH2:27])[cH:28][c:29]([O:33][CH3:34])[c:30]([Cl:32])[cH:31]1.[ClH:35].[F:1][C:2]([S:3](=[O:4])(=[O:5])[O:6][c:7]1[c:8]([O:20][CH3:21])[cH:9][c:10]2[c:11]([Cl:19])[c:12]([C:17]#[N:18])[cH:13][n:14][c:15]2[cH:16]1)([F:22])[F:23].[n:36]1[cH:37][cH:38][cH:39][cH:40][cH:41]1>>[F:1][C:2]([S:3](=[O:4])(=[O:5])[O:6][c:7]1[c:8]([O:20][CH3:21])[cH:9][c:10]2[c:11]([NH:27][c:26]3[c:25]([Cl:24])[cH:31][c:30]([Cl:32])[c:29]([O:33][CH3:34])[cH:28]3)[c:12]([C:17]#[N:18])[cH:13][n:14][c:15]2[cH:16]1)([F:22])[F:23]. Reactants: O (Water), C(C)N1N=CC=C1N (1-ethyl-1H-pyrazole-5-amine), N1=CC=CC=C1 (pyridine), ClC(=O)OCC(Cl)(Cl)Cl (2,2,2-trichloroethyl chloroformate). Run in O1CCCC1 (tetrahydrofuran). Reaction conditions: time 1.5 hour. The product is C(C)N1N=CC=C1NC(OCC(Cl)(Cl)Cl)=O (2,2,2-Trichloroethyl (1-ethyl-1H-pyrazol-5-yl)carbamate). Isolated yield 50.1%. As a reaction SMILES: [CH2:1]([N:3]1[C:7]([NH2:8])=[CH:6][CH:5]=[N:4]1)[CH3:2].N1C=CC=CC=1.Cl[C:16]([O:18][CH2:19][C:20]([Cl:23])([Cl:22])[Cl:21])=[O:17].O>O1CCCC1>[CH2:1]([N:3]1[C:7]([NH:8][C:16](=[O:17])[O:18][CH2:19][C:20]([Cl:23])([Cl:22])[Cl:21])=[CH:6][CH:5]=[N:4]1)[CH3:2]. Reported procedure: To a solution of 1-ethyl-1H-pyrazole-5-amine (500 mg, 4.50 mmol) and pyridine (0.440 ml, 5.40 mmol) in tetrahydrofuran (15 ml) was added 2,2,2-trichloroethyl chloroformate (0.747 ml, 5.40 mmol) with ice-cooling, and the mixture was stirred at room temperature for 1.5 hours. Water was poured into the reaction solution, and the mixture was extracted with ethyl acetate. The extract was washed with water and dried over anhydrous magnesium sulfate, and the solvent was distilled off under reduced pres... Reactants: CO, CCO, O=[N+]([O-])c1ccc(CCN2CCC(Nc3nc4ccccc4n3Cc3ccc(F)cc3)CC2)cc1, [H][H], c1ccsc1. The product is Nc1ccc(CCN2CCC(Nc3nc4ccccc4n3Cc3ccc(F)cc3)CC2)cc1. RXN SMILES: [CH3:46][OH:47].[CH3:6][CH2:7][OH:8].[F:9][c:10]1[cH:11][cH:12][c:13]([CH2:16][n:17]2[c:18]([NH:26][CH:27]3[CH2:28][CH2:29][N:30]([CH2:33][CH2:34][c:35]4[cH:36][cH:37][c:38]([N+:41]([O-:42])=[O:43])[cH:39][cH:40]4)[CH2:31][CH2:32]3)[n:19][c:20]3[c:21]2[cH:22][cH:23][cH:24][cH:25]3)[cH:14][cH:15]1.[H:44][H:45].[cH:1]1[cH:2][s:3][cH:4][cH:5]1>>[F:9][c:10]1[cH:11][cH:12][c:13]([CH2:16][n:17]2[c:18]([NH:26][CH:27]3[CH2:28][CH2:29][N:30]([CH2:33][CH2:34][c:35]4[cH:36][cH:37][c:38]([NH2:41])[cH:39][cH:40]4)[CH2:31][CH2:32]3)[n:19][c:20]3[c:21]2[cH:22][cH:23][cH:24][cH:25]3)[cH:14][cH:15]1. Starting materials: CN1CC=2NC3=CC=CC=C3C2CC1 (2-Methyl-2,3,4,9-tetrahydro-1H-β-carboline), CC(C)([O-])C.[K+] (potassium tert-butoxide), COC(C1=CC=C(C=C1)CBr)=O (4-bromomethyl-benzoic acid methyl ester). Reaction conditions: temperature 120 celsius, time 20 minute. Product: COC(C1=CC=C(C=C1)CN1C2=CC=CC=C2C=2CCN(CC12)C)=O (4-(2-Methyl-1,2,3,4-tetrahydro-b-carbolin-9-ylmethyl)benzoic acid methyl ester). The yield is 33.2%. As a reaction SMILES: [CH3:1][N:2]1[CH2:14][CH2:13][C:12]2[C:11]3[C:6](=[CH:7][CH:8]=[CH:9][CH:10]=3)[NH:5][C:4]=2[CH2:3]1.CC(C)([O-])C.[K+].[CH3:21][O:22][C:23](=[O:32])[C:24]1[CH:29]=[CH:28][C:27]([CH2:30]Br)=[CH:26][CH:25]=1>>[CH3:21][O:22][C:23](=[O:32])[C:24]1[CH:29]=[CH:28][C:27]([CH2:30][N:5]2[C:4]3[CH2:3][N:2]([CH3:1])[CH2:14][CH2:13][C:12]=3[C:11]3[C:6]2=[CH:7][CH:8]=[CH:9][CH:10]=3)=[CH:26][CH:25]=1 |f:1.2|. Reported procedure: A round bottom flask fitted with reflux condenser containing 2-methyl-2,3,4,9-tetrahydro-1H-b-carboline (16) (0.30 g, 1.62 mmol) and potassium tert-butoxide (0.22 g, 1.92 mmol) was vacuum purged and filled with argon, followed by addition of DMSO (5 mL). After stirring at 120° C. for 20 min, 4-bromomethyl-benzoic acid methyl ester (0.37 g, 1.62 mmol) was added and the mixture was stirred at 120° C. for 3 h. The reaction was quenched by addition of water (30 mL), transferred to a separatory funne... The reactants are Cl (hydrochloric acid), C(N)(OC1CC(NC=2C=C3C(=CC12)OC(O3)CC3=CC=CC=C3)C)=O (benzyl-6-methyl-5,6,7,8-tetrahydro[1,3]dioxolo[4,5-g]quinolin-8-yl carbamate), C(C)(=O)Cl (acetyl chloride), N1=CC=CC=C1 (pyridine). The yield is 48.5%. Reaction conditions: time 30 minute. Reported procedure: [Step 3] 675 mg (approx. 1.98 mmol) of the benzyl-6-methyl-5,6,7,8-tetrahydro[1,3]dioxolo[4,5-g]quinolin-8-yl carbamate were dissolved in 15 mL of dichloromethane followed by adding 313 mg (4.0 mmol) of pyridine. 234 mg (3.0 mmol) of acetyl chloride were further added followed by stirring for 30 minutes at room temperature. Following completion of the reaction, aqueous hydrochloric acid (1 mol/L) was added followed by extraction with chloroform. The organic phase was washed with water and then d... As a reaction SMILES: [C:1](=[O:25])([O:3][CH:4]1[C:13]2[CH:12]=[C:11]3[O:14][CH:15]([CH2:17][C:18]4[CH:23]=[CH:22][CH:21]=[CH:20][CH:19]=4)[O:16][C:10]3=[CH:9][C:8]=2[NH:7][CH:6]([CH3:24])[CH2:5]1)[NH2:2].N1C=CC=CC=1.[C:32](Cl)(=[O:34])[CH3:33].Cl>ClCCl>[C:1](=[O:25])([O:3][CH:4]1[C:13]2[CH:12]=[C:11]3[O:14][CH:15]([CH2:17][C:18]4[CH:19]=[CH:20][CH:21]=[CH:22][CH:23]=4)[O:16][C:10]3=[CH:9][C:8]=2[N:7]([C:32](=[O:34])[CH3:33])[CH:6]([CH3:24])[CH2:5]1)[NH2:2]. The solvent is ClCCl (dichloromethane). The product is C(N)(OC1CC(N(C=2C=C3C(=CC12)OC(O3)CC3=CC=CC=C3)C(C)=O)C)=O (benzyl-5-acetyl-6-methyl-5,6,7,8-tetrahydro-[1,3]dioxolo[4,5-g]quinolin-8-yl carbamate). Reactants: CN1CCCC1=O, CO, ClC(Cl)Cl, [K+], O=Cc1cccc([N+](=O)[O-])c1, [OH-]. The product is O=[N+]([O-])c1cccc(C(O)C(Cl)(Cl)Cl)c1. Reaction SMILES: [CH3:18][N:19]1[CH2:20][CH2:21][CH2:22][C:23]1=[O:24].[CH3:25][OH:26].[CH:12]([Cl:13])([Cl:14])[Cl:15].[K+:17].[N+:1](=[O:2])([O-:3])[c:4]1[cH:5][c:6]([CH:7]=[O:8])[cH:9][cH:10][cH:11]1.[OH-:16]>>[N+:1](=[O:2])([O-:3])[c:4]1[cH:5][c:6]([CH:7]([OH:8])[C:12]([Cl:13])([Cl:14])[Cl:15])[cH:9][cH:10][cH:11]1.